From a dataset of the Open Reaction Database (ORD), a public repository of structured organic reaction records. describe an organic reaction: reactants, conditions, products, and yield Starting materials: BrC1=NC=CC=C1 (2-bromopyridine), C(CC#C)C=1SC2=C(N1)C=C(C=C2)F (2-but-3-ynyl-5-fluoro-benzo[d]thiazole). Yields the product FC=1C=CC2=C(N=C(S2)CCC#CC2=NC=CC=C2)C1 (5-fluoro-2-(4-(pyridin-2-yl)but-3-ynyl)benzo[d]thiazole). The yield is 9.4%. As a reaction SMILES: Br[C:2]1[CH:7]=[CH:6][CH:5]=[CH:4][N:3]=1.[CH2:8]([C:12]1[S:13][C:14]2[CH:20]=[CH:19][C:18]([F:21])=[CH:17][C:15]=2[N:16]=1)[CH2:9][C:10]#[CH:11]>>[F:21][C:18]1[CH:19]=[CH:20][C:14]2[S:13][C:12]([CH2:8][CH2:9][C:10]#[C:11][C:2]3[CH:7]=[CH:6][CH:5]=[CH:4][N:3]=3)=[N:16][C:15]=2[CH:17]=1. Reported procedure: The title compound was prepared in accordance with the general method of Example 1, from 2-bromopyridine (220 mg, 1.39 mmol) and 2-but-3-ynyl-5-fluoro-benzo[d]thiazole (286 mg, 1.39 mmol). The crude residue was purified by flash chromatography (DCM/MeOH 99:1 to 98:2) to yield 38 mg (0.13 mmol, 10%) of 5-fluoro-2-(4-(pyridin-2-yl)but-3-ynyl)benzo[d]thiazole as an orange solid. Starting materials: COC(=O)COc1ccc(N(Cc2sc(-c3ccc(C(F)(F)F)cc3)nc2C)C(=O)OC(C)(C)C)cc1C, ClCCl, O=C(O)C(F)(F)F. Product: COC(=O)COc1ccc(NCc2sc(-c3ccc(C(F)(F)F)cc3)nc2C)cc1C. RXN SMILES: [CH3:1][O:2][C:3]([CH2:4][O:5][c:6]1[c:7]([CH3:37])[cH:8][c:9]([N:12]([CH2:13][c:14]2[c:15]([CH3:29])[n:16][c:17](-[c:19]3[cH:20][cH:21][c:22]([C:25]([F:26])([F:27])[F:28])[cH:23][cH:24]3)[s:18]2)[C:30]([O:31][C:32]([CH3:33])([CH3:34])[CH3:35])=[O:36])[cH:10][cH:11]1)=[O:38].[Cl:46][CH2:47][Cl:48].[F:39][C:40]([F:41])([F:42])[C:43]([OH:44])=[O:45]>>[CH3:1][O:2][C:3]([CH2:4][O:5][c:6]1[c:7]([CH3:37])[cH:8][c:9]([NH:12][CH2:13][c:14]2[c:15]([CH3:29])[n:16][c:17](-[c:19]3[cH:20][cH:21][c:22]([C:25]([F:26])([F:27])[F:28])[cH:23][cH:24]3)[s:18]2)[cH:10][cH:11]1)=[O:38]. The reactants are ClC1=CC=C(C(C(=O)O)O)C=C1 (4-chloromandelic acid), OS(=O)(=O)O (H2SO4), C1(=CC=CC=C1)C (toluene). Solvent: CCO (EtOH). The product is C(C)OC(C(O)C1=CC=C(C=C1)Cl)=O ((4-chlorophenyl)-hydroxy-acetic acid ethyl ester). As a reaction SMILES: [Cl:1][C:2]1[CH:12]=[CH:11][C:5]([CH:6]([OH:10])[C:7]([OH:9])=[O:8])=[CH:4][CH:3]=1.OS(O)(=O)=O.[C:18]1(C)C=CC=C[CH:19]=1>CCO>[CH2:18]([O:8][C:7](=[O:9])[CH:6]([C:5]1[CH:11]=[CH:12][C:2]([Cl:1])=[CH:3][CH:4]=1)[OH:10])[CH3:19]. Reported procedure: A solution of 4-chloromandelic acid (12.3 g, 65.9 mmol) in toluene (50 mL), EtOH (16 mL), and concentrated H2SO4 (0.1 mL) was refluxed for 12 hours while removing water using a Dean-Stark trap. The mixture was concentrated in vacuo, diluted with DCM, and washed with dilute aqueous NaHCO3. The separated DCM layer was dried (MgSO4), filtered, and concentrated in vacuo to give (4-chlorophenyl)-hydroxy-acetic acid ethyl ester as a colorless oil (10.0 g) that crystallized upon standing. Starting materials: O=C([O-])[O-], ClCCN1CCCCC1, Cl, [K+], [K+], O=[N+]([O-])c1ccc2[nH]ncc2c1, CN(C)C=O. Product: O=[N+]([O-])c1ccc2c(cnn2CCN2CCCCC2)c1. As a reaction SMILES: [C:13](=[O:14])([O-:15])[O-:16].[Cl:20][CH2:21][CH2:22][N:23]1[CH2:24][CH2:25][CH2:26][CH2:27][CH2:28]1.[ClH:19].[K+:17].[K+:18].[N+:1](=[O:2])([O-:3])[c:4]1[cH:5][c:6]2[cH:7][n:8][nH:9][c:10]2[cH:11][cH:12]1.[O:29]=[CH:30][N:31]([CH3:32])[CH3:33]>>[N+:1](=[O:2])([O-:3])[c:4]1[cH:5][c:6]2[cH:7][n:8][n:9]([CH2:21][CH2:22][N:23]3[CH2:24][CH2:25][CH2:26][CH2:27][CH2:28]3)[c:10]2[cH:11][cH:12]1. Reactants: O=C1C2=C(OC3=C(C1)C=CC=C3)C=CC(=C2)C(C(=O)N)C (2-(10,11-dihydro-11-oxo dibenzo[b,f]oxepin-2-yl)-propionamide), C(C)O (ethanol). The reagents and catalysts are S(O)(O)(=O)=O (sulfuric acid). Conditions: time 4 hour. The product is O=C1C2=C(OC3=C(C1)C=CC=C3)C=CC(=C2)C(C(=O)OCC)C (ethyl 2-(10,11-dihydro-11-oxo dibenzo[b,f]oxepin-2-yl)-propionate). Reaction SMILES: [O:1]=[C:2]1[CH2:8][C:7]2[CH:9]=[CH:10][CH:11]=[CH:12][C:6]=2[O:5][C:4]2[CH:13]=[CH:14][C:15]([CH:17]([CH3:21])[C:18](N)=[O:19])=[CH:16][C:3]1=2.[CH2:22]([OH:24])[CH3:23]>S(=O)(=O)(O)O>[O:1]=[C:2]1[CH2:8][C:7]2[CH:9]=[CH:10][CH:11]=[CH:12][C:6]=2[O:5][C:4]2[CH:13]=[CH:14][C:15]([CH:17]([CH3:21])[C:18]([O:24][CH2:22][CH3:23])=[O:19])=[CH:16][C:3]1=2. Procedure details: To 62 mg of 2-(10,11-dihydro-11-oxo dibenzo[b,f]oxepin-2-yl)-propionamide in 2 ml of ethanol were added three drops of conc. sulfuric acid and the mixture was reluxed with stirring for 4 hours. After the completion of the reaction, the solvent was distilled off to obtain the residue, to which was added ice and the resulting mixture was extracted with ethyl acetate. The extract was washed with saturated sodium hydrogencarbonate solution, then saturated sodium chloride solution and dried over anhy... The reactants are CC(C)(C)OC(=O)NC(C)(C)C(=O)O, CCN=C=NCCCN(C)C, [Cl-], Cl, CC(C)CC(N)C(=O)NC1Cc2cccc(N3CCCC3=O)c2N(Cc2ccsc2)C1=O, [Na+], C1CCOC1, On1nnc2ccccc21. Yields the product CC(C)CC(NC(=O)C(C)(C)NC(=O)OC(C)(C)C)C(=O)NC1Cc2cccc(N3CCCC3=O)c2N(Cc2ccsc2)C1=O. Reaction SMILES: [C:33]([CH3:34])([CH3:35])([CH3:36])[O:37][C:38](=[O:39])[NH:40][C:41]([C:42](=[O:43])[OH:44])([CH3:45])[CH3:46].[CH2:58]([N:59]=[C:60]=[N:61][CH2:62][CH2:63][CH2:64][N:65]([CH3:66])[CH3:67])[CH3:68].[Cl-:70].[ClH:57].[NH2:1][CH:2]([C:3](=[O:4])[NH:5][CH:6]1[C:7](=[O:28])[N:8]([CH2:22][c:23]2[cH:24][s:25][cH:26][cH:27]2)[c:9]2[c:10]([N:16]3[C:17](=[O:21])[CH2:18][CH2:19][CH2:20]3)[cH:11][cH:12][cH:13][c:14]2[CH2:15]1)[CH2:29][CH:30]([CH3:31])[CH3:32].[Na+:69].[O:71]1[CH2:72][CH2:73][CH2:74][CH2:75]1.[OH:47][n:48]1[c:49]2[cH:50][cH:51][cH:52][cH:53][c:54]2[n:55][n:56]1>>[NH:1]([CH:2]([C:3](=[O:4])[NH:5][CH:6]1[C:7](=[O:28])[N:8]([CH2:22][c:23]2[cH:24][s:25][cH:26][cH:27]2)[c:9]2[c:10]([N:16]3[C:17](=[O:21])[CH2:18][CH2:19][CH2:20]3)[cH:11][cH:12][cH:13][c:14]2[CH2:15]1)[CH2:29][CH:30]([CH3:31])[CH3:32])[C:42]([C:41]([NH:40][C:38]([O:37][C:33]([CH3:34])([CH3:35])[CH3:36])=[O:39])([CH3:45])[CH3:46])=[O:43]. The reactants are S1C(SC=C1)=C(C(=O)OC(C)C)C(=O)OC(=O)OCC (Isopropyl 2-(1,3-dithiol-2-ylidene)-2-(ethoxycarbonyloxy-carbonyl)acetate), N1[C@H](C(=O)O)CCC1 (proline), Cl (HCl), ice water, [OH-].[Na+] (sodium hydroxide). Run in CN(C)C=O (DMF). Reaction conditions: time 24 hour. Yields the product S1C(SC=C1)=C(C(=O)OC(C)C)C(=O)N1C(CCC1)C(=O)O (Isopropyl 2-(1,3-dithiol-2-ylidene)-2-[(2-carboxypyrrolidin-1-yl)carbonyl]acetate). The yield is 91.1%. RXN SMILES: [S:1]1[CH:5]=[CH:4][S:3][C:2]1=[C:6]([C:13]([O:15]C(OCC)=O)=O)[C:7]([O:9][CH:10]([CH3:12])[CH3:11])=[O:8].[NH:21]1[CH2:28][CH2:27][CH2:26][C@H:22]1[C:23]([OH:25])=[O:24].Cl.[OH-].[Na+]>CN(C=O)C>[S:3]1[CH:4]=[CH:5][S:1][C:2]1=[C:6]([C:13]([N:21]1[CH2:28][CH2:27][CH2:26][CH:22]1[C:23]([OH:25])=[O:24])=[O:15])[C:7]([O:9][CH:10]([CH3:11])[CH3:12])=[O:8] |f:3.4|. Procedure: Isopropyl 2-(1,3-dithiol-2-ylidene)-2-(ethoxycarbonyloxy-carbonyl)acetate (13.2 g) and proline (4.6 g) was dissolved in DMF (60 ml). The mixture was stirred at room temperature for 24 hrs, thereto was added conc-HCl (20 ml) and stirred for a further 2 hrs. The reaction mixture was poured into ice water and basified to pH=12 with aqueous sodium hydroxide solution. The mixture was washed with methylene chloride and the aqueous layer was acidified to pH=2 with dil-HCl. The solid formed was filtered...